This data is from the Open Reaction Database (ORD), a public repository of structured organic reaction records. The task is: describe an organic reaction: reactants, conditions, products, and yield The reactants are O=C(O)c1ccccc1-c1ccccc1CN1C(=O)c2ccccc2C1=O, [Cl-], NCc1ccccc1, O=S(Cl)Cl. Yields the product O=C(NCc1ccccc1)c1ccccc1-c1ccccc1CN1C(=O)c2ccccc2C1=O. As a reaction SMILES: [C:1]1(=[O:27])[c:2]2[c:3]([cH:23][cH:24][cH:25][cH:26]2)[C:4](=[O:22])[N:5]1[CH2:6][c:7]1[c:8](-[c:13]2[c:14]([C:19](=[O:20])[OH:21])[cH:15][cH:16][cH:17][cH:18]2)[cH:9][cH:10][cH:11][cH:12]1.[Cl-:28].[NH2:33][CH2:34][c:35]1[cH:36][cH:37][cH:38][cH:39][cH:40]1.[S:29]([Cl:30])([Cl:31])=[O:32]>>[C:1]1(=[O:27])[c:2]2[c:3]([cH:23][cH:24][cH:25][cH:26]2)[C:4](=[O:22])[N:5]1[CH2:6][c:7]1[c:8](-[c:13]2[c:14]([C:19](=[O:21])[NH:33][CH2:34][c:35]3[cH:36][cH:37][cH:38][cH:39][cH:40]3)[cH:15][cH:16][cH:17][cH:18]2)[cH:9][cH:10][cH:11][cH:12]1.